describe an organic reaction: reactants, conditions, products, and yield From a dataset of the Open Reaction Database (ORD), a public repository of structured organic reaction records. Run in C(C)(=O)OCC (ethyl acetate), CN(C)C=O (DMF). Conditions: temperature 20 celsius, time 2 hour. Procedure: 2-Bromo-1-(2,2-dimethyl-4H-1,3-benzodioxin-6-yl)ethanone (Glaxo DE 3513885, 1985) (52 g) in DMF (300 ml) was treated with sodium azide (12.24 g) and the mixture was stirred for 2 h at 20° C. The reaction mixture was diluted with ethyl acetate and washed with water and dried (MgSO4). The solvent was removed under reduced pressure to give the title compound (39.11 g). TSP+ve 248(MH)+. RXN SMILES: Br[CH2:2][C:3]([C:5]1[CH:16]=[CH:15][C:8]2[O:9][C:10]([CH3:14])([CH3:13])[O:11][CH2:12][C:7]=2[CH:6]=1)=[O:4].[N-:17]=[N+:18]=[N-:19].[Na+]>CN(C=O)C.C(OCC)(=O)C>[N:17]([CH2:2][C:3]([C:5]1[CH:16]=[CH:15][C:8]2[O:9][C:10]([CH3:14])([CH3:13])[O:11][CH2:12][C:7]=2[CH:6]=1)=[O:4])=[N+:18]=[N-:19] |f:1.2|. Yields the product N(=[N+]=[N-])CC(=O)C1=CC2=C(OC(OC2)(C)C)C=C1 (2-Azido-1-(2,2-dimethyl-4H-1,3-benzodioxin-6-yl)ethanone). Isolated yield 86.7%. The reactants are BrCC(=O)C1=CC2=C(OC(OC2)(C)C)C=C1 (2-Bromo-1-(2,2-dimethyl-4H-1,3-benzodioxin-6-yl)ethanone), [N-]=[N+]=[N-].[Na+] (sodium azide). The reactants are [N+](=O)(O)[O-] (nitric acid), ClC1=CC=C(C2=C1CC(O2)(C)C)C(=O)O (4-chloro-2,2-di-methyl-2,3-dihydro-7-benzofurancarboxylic acid). Solvent: S(O)(O)(=O)=O (sulfuric acid). Conditions: temperature 5 celsius, time 10 minute. Product: NC=1C=C(C2=C(CC(O2)(C)C)C1Cl)C(=O)O (5-Amino-4-chloro-2,2-dimethyl-2,3-dihydro-7-benzofurancarboxylic acid). RXN SMILES: [N+:1]([O-])(O)=O.[Cl:5][C:6]1[C:11]2[CH2:12][C:13]([CH3:16])([CH3:15])[O:14][C:10]=2[C:9]([C:17]([OH:19])=[O:18])=[CH:8][CH:7]=1>S(=O)(=O)(O)O>[NH2:1][C:7]1[CH:8]=[C:9]([C:17]([OH:19])=[O:18])[C:10]2[O:14][C:13]([CH3:16])([CH3:15])[CH2:12][C:11]=2[C:6]=1[Cl:5]. Procedure details: To a mixture of 40 ml of nitric acid and 40 ml of sulfuric acid cooled to 5° C. by means of an external ice bath were added 10 g of 4-chloro-2,2-di-methyl-2,3-dihydro-7-benzofurancarboxylic acid over a period of 28 minutes. After stirring at 5° C. for 10 minutes, the mixture was added to ice with stirring. The resulting solid was collected by filtration and washed with water. After air drying, the residue was crystallized twice from ethyl acetate/hexane to provide 3.5 g of the desired subtitle i... Reactants: FC(C(=O)O)(F)F.FC(C(=O)O)(F)F.FC(C(=O)O)(F)F.CC1=NC2=CC=CC=C2C(=C1)COC1=CC=C(C=C1)C1(C(NC(NC1=O)=O)=O)N1CCNCC1 (5-{4-[(2-Methyl-4-quinolinyl)methoxy]phenyl}-5-(1-piperazinyl)-2,4,6(1H, 3H, 5H)-pyrimidinetrione tris(trifluoroacetate)), C(CCCCC)=O (hexanal). The product is FC(C(=O)O)(F)F.FC(C(=O)O)(F)F.FC(C(=O)O)(F)F.C(CCCCC)N1CCN(CC1)C1(C(NC(NC1=O)=O)=O)C1=CC=C(C=C1)OCC1=CC(=NC2=CC=CC=C12)C (5-(4-Hexyl-1-piperazinyl)-5-{4-[(2-methyl-4-quinolinyl)methoxy]phenyl}-2,4,6(1H, 3H, 5H)-pyrimidinetrione tris(trifluoroacetate)). The yield is 63.2%. RXN SMILES: [F:1][C:2]([F:7])([F:6])[C:3]([OH:5])=[O:4].[F:8][C:9]([F:14])([F:13])[C:10]([OH:12])=[O:11].[F:15][C:16]([F:21])([F:20])[C:17]([OH:19])=[O:18].[CH3:22][C:23]1[CH:32]=[C:31]([CH2:33][O:34][C:35]2[CH:40]=[CH:39][C:38]([C:41]3([N:50]4[CH2:55][CH2:54][NH:53][CH2:52][CH2:51]4)[C:46](=[O:47])[NH:45][C:44](=[O:48])[NH:43][C:42]3=[O:49])=[CH:37][CH:36]=2)[C:30]2[C:25](=[CH:26][CH:27]=[CH:28][CH:29]=2)[N:24]=1.[CH:56](=O)[CH2:57][CH2:58][CH2:59][CH2:60][CH3:61]>>[F:1][C:2]([F:7])([F:6])[C:3]([OH:5])=[O:4].[F:8][C:9]([F:14])([F:13])[C:10]([OH:12])=[O:11].[F:15][C:16]([F:21])([F:20])[C:17]([OH:19])=[O:18].[CH2:56]([N:53]1[CH2:54][CH2:55][N:50]([C:41]2([C:38]3[CH:37]=[CH:36][C:35]([O:34][CH2:33][C:31]4[C:30]5[C:25](=[CH:26][CH:27]=[CH:28][CH:29]=5)[N:24]=[C:23]([CH3:22])[CH:32]=4)=[CH:40][CH:39]=3)[C:46](=[O:47])[NH:45][C:44](=[O:48])[NH:43][C:42]2=[O:49])[CH2:51][CH2:52]1)[CH2:57][CH2:58][CH2:59][CH2:60][CH3:61] |f:0.1.2.3,5.6.7.8|. Procedure details: Using a procedure analogous to Example 15, the product from example 14 (100 mg, 0.125 mmol) was treated with hexanal (18.8 mg, 1.5 eq) to provide the title barbituric acid (70.0 mg, 63%). MS found: (M+H)+=544. The reactants are CCOC(C)=O, Cc1cc(C)nc(Cl)n1, NC(C(=O)O)C(c1ccccc1)c1ccccc1, [Na+], [Na+], O=C([O-])[O-], CN(C)C=O, O. The product is Cc1cc(C)nc(NC(C(=O)O)C(c2ccccc2)c2ccccc2)n1. Reaction SMILES: [CH3:40][CH2:41][O:42][C:43](=[O:44])[CH3:45].[Cl:19][c:20]1[n:21][c:22]([CH3:27])[cH:23][c:24]([CH3:26])[n:25]1.[NH2:1][CH:2]([C:3](=[O:4])[OH:5])[CH:6]([c:7]1[cH:8][cH:9][cH:10][cH:11][cH:12]1)[c:13]1[cH:14][cH:15][cH:16][cH:17][cH:18]1.[Na+:33].[Na+:34].[O-:35][C:36](=[O:37])[O-:38].[O:28]=[CH:29][N:30]([CH3:31])[CH3:32].[OH2:39]>>[NH:1]([CH:2]([C:3](=[O:4])[OH:5])[CH:6]([c:7]1[cH:8][cH:9][cH:10][cH:11][cH:12]1)[c:13]1[cH:14][cH:15][cH:16][cH:17][cH:18]1)[c:20]1[n:21][c:22]([CH3:27])[cH:23][c:24]([CH3:26])[n:25]1. Starting materials: CCCC(=O)CC(=O)[O-], CC=CC(=O)OC, CN=C(NC)N(C)C, C[N+](=O)[O-]. Product: COC(=O)CC(C)C[N+](=O)[O-]. Reaction SMILES: [CH2:20]([CH2:21][C:22](=[O:23])[CH2:24][C:25]([O-:26])=[O:27])[CH3:28].[CH3:1][O:2][C:3]([CH:4]=[CH:5][CH3:6])=[O:7].[CH3:8][NH:9][C:10](=[N:11][CH3:12])[N:13]([CH3:14])[CH3:15].[N+:16](=[O:17])([O-:18])[CH3:19]>>[CH3:1][O:2][C:3]([CH2:4][CH:5]([CH3:6])[CH2:19][N+:16](=[O:17])[O-:18])=[O:7]. Run in C(C)O (ethanol). The yield is 15.0%. Reaction SMILES: [Cl:1][C:2]1[CH:7]=[CH:6][C:5]([C:8]2[N:13]=[N:12][C:11](SC)=[N:10][C:9]=2[CH3:16])=[CH:4][CH:3]=1.O.[NH2:18][NH2:19]>C(O)C>[Cl:1][C:2]1[CH:7]=[CH:6][C:5]([C:8]2[N:13]=[N:12][C:11]([NH:18][NH2:19])=[N:10][C:9]=2[CH3:16])=[CH:4][CH:3]=1 |f:1.2|. Procedure details: A solution of 6-(4-chlorophenyl)-5-methyl-3-methylthio-1,2,4-triazine (32.4 g) and hydrazine hydrate (40.8 g) in ethanol (110 ml) was heated for 2 hours. After cooling, the precipitates were collected by filtration, washed with ethanol, dried and recrystallized from ethanol to give 6-(4-chlorophenyl)-3-hydrazino-5-methyl-1,2,4-triazine (4.54 g). Reactants: ClC1=CC=C(C=C1)C1=C(N=C(N=N1)SC)C (6-(4-chlorophenyl)-5-methyl-3-methylthio-1,2,4-triazine), O.NN (hydrazine hydrate). Product: ClC1=CC=C(C=C1)C1=C(N=C(N=N1)NN)C (6-(4-chlorophenyl)-3-hydrazino-5-methyl-1,2,4-triazine).